Dataset: the Open Reaction Database (ORD), a public repository of structured organic reaction records. Task: describe an organic reaction: reactants, conditions, products, and yield Starting materials: O=C(O)c1ccc(Br)cc1N1CCCS1(=O)=O, CCc1cnc(N2CCNCC2)c(C)c1. The product is CCc1cnc(N2CCN(C(=O)c3ccc(Br)cc3N3CCCS3(=O)=O)CC2)c(C)c1. Reaction SMILES: [Br:1][c:2]1[cH:3][c:4]([N:11]2[S:12](=[O:16])(=[O:17])[CH2:13][CH2:14][CH2:15]2)[c:5]([C:6](=[O:7])[OH:8])[cH:9][cH:10]1.[CH2:18]([CH3:19])[c:20]1[cH:21][c:22]([CH3:32])[c:23]([N:26]2[CH2:27][CH2:28][NH:29][CH2:30][CH2:31]2)[n:24][cH:25]1>>[Br:1][c:2]1[cH:3][c:4]([N:11]2[S:12](=[O:16])(=[O:17])[CH2:13][CH2:14][CH2:15]2)[c:5]([C:6](=[O:8])[N:29]2[CH2:28][CH2:27][N:26]([c:23]3[c:22]([CH3:32])[cH:21][c:20]([CH2:18][CH3:19])[cH:25][n:24]3)[CH2:31][CH2:30]2)[cH:9][cH:10]1. Reactants: [OH-].[Na+] (Sodium hydroxide), ClC=1C=CC(=C(C1)CO)[N+](=O)[O-] ((5-chloro-2-nitro-phenyl)-methanol), ClCCl (dichloromethane), ClCCl (dichloromethane). Reagents/catalysts: S(=O)(=O)(O)[O-].C(CCC)[N+](CCCC)(CCCC)CCCC (tetrabutylammonium hydrogen sulfate), S(=O)(=O)(OC)OC (Dimethyl sulfate). The solvent is O (water). Reaction conditions: time 10 minute. Yields the product ClC1=CC(=C(C=C1)[N+](=O)[O-])COC (4-chloro-2-methoxymethyl-1-nitro-benzene). The yield is 72.0%. RXN SMILES: [OH-].[Na+].[Cl:3][C:4]1[CH:5]=[CH:6][C:7]([N+:12]([O-:14])=[O:13])=[C:8]([CH2:10][OH:11])[CH:9]=1.Cl[CH2:16]Cl>O.S([O-])(O)(=O)=O.C([N+](CCCC)(CCCC)CCCC)CCC.S(OC)(OC)(=O)=O>[Cl:3][C:4]1[CH:5]=[CH:6][C:7]([N+:12]([O-:14])=[O:13])=[C:8]([CH2:10][O:11][CH3:16])[CH:9]=1 |f:0.1,5.6|. Procedure details: Sodium hydroxide (1.88 g, 44.0 mmol) in water (15 mL) was added to a solution of (5-chloro-2-nitro-phenyl)-methanol (1.1 g, 5.88 mmol) in dichloromethane (15 mL) and stirred for 10 min. Dimethyl sulfate (1.12 mL, 11.8 nmol) and tetrabutylammonium hydrogen sulfate (100 mg) were added and the mixture stirred vigorously for 8 h at room temperature. The reaction mixture was diluted with dichloromethane and the organic layer separated, washed with water, brine, dried over anhydrous sodium sulfate, fi... Starting materials: CON=CC1=C(C=C(C=C1)F)C(F)(F)F (4-fluoro-2-trifluoromethyl-benzaldehyde O-methyloxime), C(#N)[BH3-].[Na+] (sodium cyanoborohydride), compound 3-B. The product is FC1=CC(=C(CNOC)C=C1)C(F)(F)F (N-(4-Fluoro-2-trifluoromethyl-benzyl)-O-methyl-hydroxylamine), silica gel. Yield: 35.0%. As a reaction SMILES: [CH3:1][O:2][N:3]=[CH:4][C:5]1[CH:10]=[CH:9][C:8]([F:11])=[CH:7][C:6]=1[C:12]([F:15])([F:14])[F:13].C([BH3-])#N.[Na+]>>[F:11][C:8]1[CH:9]=[CH:10][C:5]([CH2:4][NH:3][O:2][CH3:1])=[C:6]([C:12]([F:13])([F:14])[F:15])[CH:7]=1 |f:1.2|. Procedure: Reduction of 4-fluoro-2-trifluoromethyl-benzaldehyde O-methyloxime with sodium cyanoborohydride as described in the preparation of compound 3-B gave the title hydroxylamine as a clear oil after chromatography on silica gel (elution hexane-ethyl acetate 8:2) (35% yield). 1HNMR 400 MHz (CDCl3) δ (ppm): 3.55 (3H, s, OCH3), 4.21 (2H, s, NCH2), 5.76 (1H, broad, NH), 7.26 (1H, m, aromatic), 7.38 (1H, m, aromatic), 7.64 (1H, m, aromatic). The hydrochloride salt was obtained as a white solid: mp 138-140... Procedure details: 4-chloro-N-[5-chloro-2-(hydroxymethyl)phenyl]-N-[4-(dimethylaminoaminosulfonyl)-1(R)-methylbutyl]-benzenesulfonamide was prepared analogous to 4-chloro-N-[5-chloro-2-(hydroxymethyl)phenyl]-N-[4-[(methylamino)sulfonyl]-1(R)-methylbutyl]benzenesulfonamide by reacting (4R)-4-[5-chloro-2-(acetoxymethyl)phenyl][4-chlorophenyl)sulfonyl]-amino]pentylsulfonyl chloride with dimethylamine. Yield=73%; MS (ESI+), 509 (M+H)+. Starting materials: ClC1=CC=C(C=C1)S(=O)(=O)N([C@@H](CCCS(=O)(=O)NC)C)C1=C(C=CC(=C1)Cl)CO (4-chloro-N-[5-chloro-2-(hydroxymethyl)phenyl]-N-[4-[(methylamino)sulfonyl]-1(R)-methylbutyl]benzenesulfonamide), C(CCCC)S(=O)(=O)Cl (pentylsulfonyl chloride), CNC (dimethylamine). As a reaction SMILES: [Cl:1][C:2]1[CH:7]=[CH:6][C:5]([S:8]([N:11]([C:22]2[CH:27]=[C:26]([Cl:28])[CH:25]=[CH:24][C:23]=2[CH2:29][OH:30])[C@H:12]([CH3:21])[CH2:13][CH2:14][CH2:15][S:16]([NH:19]C)(=[O:18])=[O:17])(=[O:10])=[O:9])=[CH:4][CH:3]=1.C(S(Cl)(=O)=O)CCCC.[CH3:40][NH:41][CH3:42]>>[Cl:1][C:2]1[CH:7]=[CH:6][C:5]([S:8]([N:11]([C:22]2[CH:27]=[C:26]([Cl:28])[CH:25]=[CH:24][C:23]=2[CH2:29][OH:30])[C@H:12]([CH3:21])[CH2:13][CH2:14][CH2:15][S:16]([NH:19][N:41]([CH3:42])[CH3:40])(=[O:17])=[O:18])(=[O:9])=[O:10])=[CH:4][CH:3]=1. The product is ClC1=CC=C(C=C1)S(=O)(=O)N([C@@H](CCCS(=O)(=O)NN(C)C)C)C1=C(C=CC(=C1)Cl)CO (4-chloro-N-[5-chloro-2-(hydroxymethyl)phenyl]-N-[4-(dimethylaminoaminosulfonyl)-1(R)-methylbutyl]-benzenesulfonamide). The yield is 73.0%. Reactants: C(C)(C)(C)OC(NC1=C(C=C(C(=C1)C=C)C(F)(F)F)[N+](=O)[O-])=O ((2-nitro-4-trifluoromethyl-5-vinyl-phenyl)-carbamic acid tert-butyl ester), [I-].C[S+](=O)(C)C (trimethylsulfoxonium iodide). The reagents and catalysts are [Cl-].C(C1=CC=CC=C1)[N+](CC)(CC)CC (benzyltriethylammonium chloride). The solvent is [OH-].[Na+] (NaOH), CCOC(=O)C (EtOAc), C(Cl)Cl (DCM). Run at temperature 23 celsius, time 2 day. Product: C(C)(C)(C)OC(NC1=C(C=C(C(=C1)C1CC1)C(F)(F)F)[N+](=O)[O-])=O ((5-Cyclopropyl-2-nitro-4-trifluoromethyl-phenyl)-carbamic acid tert-butyl ester), solid. RXN SMILES: [C:1]([O:5][C:6](=[O:23])[NH:7][C:8]1[CH:13]=[C:12]([CH:14]=[CH2:15])[C:11]([C:16]([F:19])([F:18])[F:17])=[CH:10][C:9]=1[N+:20]([O-:22])=[O:21])([CH3:4])([CH3:3])[CH3:2].[I-].[CH3:25][S+](C)(C)=O>[Cl-].C([N+](CC)(CC)CC)C1C=CC=CC=1.[OH-].[Na+].C(Cl)Cl.CCOC(C)=O>[C:1]([O:5][C:6](=[O:23])[NH:7][C:8]1[CH:13]=[C:12]([CH:14]2[CH2:25][CH2:15]2)[C:11]([C:16]([F:18])([F:19])[F:17])=[CH:10][C:9]=1[N+:20]([O-:22])=[O:21])([CH3:2])([CH3:3])[CH3:4] |f:1.2,3.4,5.6|. Procedure details: A mixture of (2-nitro-4-trifluoromethyl-5-vinyl-phenyl)-carbamic acid tert-butyl ester (Example A27) (1.66 g, 5 mmol), trimethylsulfoxonium iodide (2.75 g, 12.5 mmol) and benzyltriethylammonium chloride (200 mg, 0.878 mmol) in NaOH 50% (15 ml) and DCM (25 ml) was stirred at 23° C. for 2 days. The mixture was diluted with EtOAc and washed with 1N HCl, water and brine, dried over MgSO4. Removal of the solvent invacuum left a dark brown oil, which was purified by silica gel column chromatography to... Starting materials: CCOC(=O)CC(=O)NCC(C(=O)OCC)c1ccccc1, CCO, Cc1ccccc1, [Na]. Yields the product CCOC(=O)C1C(=O)NCC(c2ccccc2)C1=O. RXN SMILES: [CH2:2]([O:3][C:5]([CH:6]([CH2:7][NH:8][C:9]([CH2:10][C:11](=[O:12])[O:13][CH2:14][CH3:15])=[O:16])[c:17]1[cH:18][cH:19][cH:20][cH:21][cH:22]1)=[O:23])[CH3:4].[CH3:24][CH2:25][OH:26].[CH3:27][c:28]1[cH:29][cH:30][cH:31][cH:32][cH:33]1.[Na:1]>>[C:5]1(=[O:23])[CH:6]([c:17]2[cH:18][cH:19][cH:20][cH:21][cH:22]2)[CH2:7][NH:8][C:9](=[O:16])[CH:10]1[C:11](=[O:12])[O:13][CH2:14][CH3:15]. The reactants are C1CCOC1, O=C1SCC(c2ccc(Cl)cc2)=NN1Cc1cccc([N+](=O)[O-])c1, [H][H]. The product is Nc1cccc(CN2N=C(c3ccc(Cl)cc3)CSC2=O)c1. RXN SMILES: [CH2:27]1[O:28][CH2:29][CH2:30][CH2:31]1.[Cl:1][c:2]1[cH:3][cH:4][c:5]([C:8]2=[N:9][N:10]([CH2:15][c:16]3[cH:17][c:18]([N+:22]([O-:23])=[O:24])[cH:19][cH:20][cH:21]3)[C:11](=[O:14])[S:12][CH2:13]2)[cH:6][cH:7]1.[H:25][H:26]>>[Cl:1][c:2]1[cH:3][cH:4][c:5]([C:8]2=[N:9][N:10]([CH2:15][c:16]3[cH:17][c:18]([NH2:22])[cH:19][cH:20][cH:21]3)[C:11](=[O:14])[S:12][CH2:13]2)[cH:6][cH:7]1. Starting materials: ClC=1C=C(C=CC1OCC1=NC=CC=C1)NC=1C2=C(N=CN1)SC1=C2C=CC(=C1)CCO (2-(4-{[3-chloro-4-(pyridin-2-ylmethoxy)phenyl]amino}[1]benzothieno[2,3-d]pyrimidin-7-yl)ethanol), ClS(=O)(=O)N (chlorosulfonamide). Run in CN(C(C)=O)C (N,N-Dimethylacetamide). Run at time 15 hour. Product: S(N)(OCCC1=CC2=C(C=C1)C1=C(N=CN=C1NC1=CC(=C(C=C1)OCC1=NC=CC=C1)Cl)S2)(=O)=O (2-(4-{[3-chloro-4-(pyridin-2-ylmethoxy)phenyl]amino}[1]benzothieno[2,3-d]pyrimidin-7-yl)ethyl sulfamate). Isolated yield 42.9%. RXN SMILES: [Cl:1][C:2]1[CH:3]=[C:4]([NH:16][C:17]2[C:18]3[C:25]4[CH:26]=[CH:27][C:28]([CH2:30][CH2:31][OH:32])=[CH:29][C:24]=4[S:23][C:19]=3[N:20]=[CH:21][N:22]=2)[CH:5]=[CH:6][C:7]=1[O:8][CH2:9][C:10]1[CH:15]=[CH:14][CH:13]=[CH:12][N:11]=1.Cl[S:34]([NH2:37])(=[O:36])=[O:35]>CN(C)C(=O)C>[S:34](=[O:36])(=[O:35])([O:32][CH2:31][CH2:30][C:28]1[CH:27]=[CH:26][C:25]2[C:18]3[C:17]([NH:16][C:4]4[CH:5]=[CH:6][C:7]([O:8][CH2:9][C:10]5[CH:15]=[CH:14][CH:13]=[CH:12][N:11]=5)=[C:2]([Cl:1])[CH:3]=4)=[N:22][CH:21]=[N:20][C:19]=3[S:23][C:24]=2[CH:29]=1)[NH2:37]. Procedure details: To a solution of 2-(4-{[3-chloro-4-(pyridin-2-ylmethoxy)phenyl]amino}[1]benzothieno[2,3-d]pyrimidin-7-yl)ethanol (35 mg, 0.08 mmol, 1 equiv) in N,N-Dimethylacetamide (2 mL) was added chlorosulfonamide (87 mg, 0.76 mmol, 10 equiv) under nitrogen. The reaction mixture was stirred at rt for 15 h. The solvent was concentrated in vacuo. The crude material was separated by pre-HPLC to give a white solid (18.6 mg, 43%) as product. 1H-NMR (DMSO-d6) δ 9.0 (broad s, 1H), 8.60 (d, J=4.6 Hz, 1H), 8.54 (s, 1... Reported procedure: (3-methoxyphenyl)methanamine (73.7 mg, 0.54 mmol), 4-chloro-N- phenylpyridin-2-amine (100 mg, 0.49 mmol) and sodium 2-methylpropan-2-olate (94 mg, 0.98 mmol) were suspended in DMA (2 mL) and sealed into a microwave tube. Nitrogen was bubbled through the reaction mixture for 5 minutes. (R)-(-)-1-[(S)-2-(DICYCLOHEXYLPHOSPHINO)FERROCENYL]ETHYLDI-T-BUTYLPHOSPHINE (32.5 mg, 0.06 mmol) and diacetoxypalladium (8.78 mg, 0.04 mmol) were added to the reaction mixture and nitrogen was bubbled through the r... Product: COC1=CC=CC(=C1)CNC2=CC(=NC=C2)NC3=CC=CC=C3. Yield: 53.6%. Conditions: temperature 100 celsius. The reactants are COC1=CC=CC(=C1)CN, C1=CC=C(C=C1)NC2=NC=CC(=C2)Cl. Reagents/catalysts: CC(C)(C)[O-].[Na+], CC(C1CCCC1P(C2CCCCC2)C3CCCCC3)P(C(C)(C)C)C(C)(C)C.C1CCCC1.[Fe], CC(=O)O.CC(=O)O.[Pd]. The solvent is CC(=O)N(C)C. The reactants are CSCCC(N)C(=O)OC(C)C, Cl, O=C(O)c1ccc(COc2cccnc2)cc1-c1ccccc1. Yields the product CSCCC(NC(=O)c1ccc(COc2cccnc2)cc1-c1ccccc1)C(=O)OC(C)C. RXN SMILES: [CH:25]([CH3:26])([CH3:27])[O:28][C:29]([CH:30]([NH2:31])[CH2:32][CH2:33][S:34][CH3:35])=[O:36].[ClH:24].[n:1]1[cH:2][c:3]([O:7][CH2:8][c:9]2[cH:10][c:11](-[c:18]3[cH:19][cH:20][cH:21][cH:22][cH:23]3)[c:12]([C:13](=[O:14])[OH:15])[cH:16][cH:17]2)[cH:4][cH:5][cH:6]1>>[n:1]1[cH:2][c:3]([O:7][CH2:8][c:9]2[cH:10][c:11](-[c:18]3[cH:19][cH:20][cH:21][cH:22][cH:23]3)[c:12]([C:13](=[O:14])[NH:31][CH:30]([C:29]([O:28][CH:25]([CH3:26])[CH3:27])=[O:36])[CH2:32][CH2:33][S:34][CH3:35])[cH:16][cH:17]2)[cH:4][cH:5][cH:6]1.